Dataset: the Open Reaction Database (ORD), a public repository of structured organic reaction records. Task: describe an organic reaction: reactants, conditions, products, and yield Yields the product C(\C=C\C(=O)O)(=O)O.CN1C(NCC1)=NC1=C(C=CC=C1)C1=CC=CC=C1 (2-(1-methyl-2-imidazolidinylideneamino)biphenyl fumarate). RXN SMILES: I.[C:2]1([C:13]2[CH:18]=[CH:17][CH:16]=[CH:15][CH:14]=2)[CH:7]=[CH:6][CH:5]=[CH:4][C:3]=1[NH:8][C:9](=N)SC.[CH3:19][NH:20][CH2:21][CH2:22][NH2:23].[C:24]([OH:31])(=[O:30])/[CH:25]=[CH:26]/[C:27]([OH:29])=[O:28]>C(O)C.CO>[C:24]([OH:31])(=[O:30])/[CH:25]=[CH:26]/[C:27]([OH:29])=[O:28].[CH3:19][N:20]1[CH2:21][CH2:22][NH:23][C:9]1=[N:8][C:3]1[CH:4]=[CH:5][CH:6]=[CH:7][C:2]=1[C:13]1[CH:18]=[CH:17][CH:16]=[CH:15][CH:14]=1 |f:0.1,6.7|. The solvent is CO (methanol), C(C)O (ethanol). Reported procedure: A mixture of 1-(2-biphenylyl)-2-methyl-2-thiopseudourea hydriodide (5.6 g) and N-methylethylenediamine (3.3 g) in ethanol (70 ml) was heated under reflux for 48 hours. Removal of the solvent gave an oil which was dissolved in methanol (25 ml) and treated with fumaric acid (1.7 g) to give 2-(1-methyl-2-imidazolidinylideneamino)biphenyl fumarate (m.p. 168°-169° C.) which was recrystallised from a 1:1 mixture of methanol and ether. Starting materials: I.C1(=C(C=CC=C1)NC(SC)=N)C1=CC=CC=C1 (1-(2-biphenylyl)-2-methyl-2-thiopseudourea hydriodide), CNCCN (N-methylethylenediamine), C(\C=C\C(=O)O)(=O)O (fumaric acid). Yields the product O=C(NCCn1ccnc1)c1sc2ccccc2c1Cl. RXN SMILES: [Cl:11][c:12]1[c:13]2[c:14]([s:15][c:16]1[C:17](=[O:18])[Cl:19])[cH:20][cH:21][cH:22][cH:23]2.[ClH:1].[ClH:2].[n:3]1([CH2:8][CH2:9][NH2:10])[cH:4][n:5][cH:6][cH:7]1>>[n:3]1([CH2:8][CH2:9][NH:10][C:17]([c:16]2[c:12]([Cl:11])[c:13]3[c:14]([s:15]2)[cH:20][cH:21][cH:22][cH:23]3)=[O:18])[cH:4][n:5][cH:6][cH:7]1. Reactants: O=C(Cl)c1sc2ccccc2c1Cl, Cl, Cl, NCCn1ccnc1. The reactants are FC1=NC=C(C=C1)O (2-fluoro-5-hydroxypyridine), CO[C@H]1[C@@H](C[C@@H]2CN3CCC4=C([C@H]3C[C@@H]2[C@@H]1C(=O)OC)NC5=C4C=CC(=C5)OC)OC(=O)C6=CC(=C(C(=C6)OC)OC)OC (Hypersil), C(C)#N (acetonitrile), C(C)#N (acetonitrile). Product: FC1=CC=C(C=N1)OC1=C(C#N)C=CC=N1 (2-(6-Fluoropyridin-3-yloxy)nicotinonitrile). RXN SMILES: [F:1][C:2]1[CH:7]=[CH:6][C:5]([OH:8])=[CH:4][N:3]=1.CO[C@@H]1[C@@H](C(OC)=O)[C@@H:23]2[C@@H:14]([CH2:15][N:16]3[C@H:21]([CH2:22]2)C2NC4C=C(OC)C=CC=4C=2CC3)[CH2:13][C@H]1OC(C1C=C(OC)C(OC)=C(OC)C=1)=O.C(#[N:55])C>>[F:1][C:2]1[N:3]=[CH:4][C:5]([O:8][C:15]2[N:16]=[CH:21][CH:22]=[CH:23][C:14]=2[C:13]#[N:55])=[CH:6][CH:7]=1. Procedure details: The title compound was synthesized according to General Procedure 9 using 2-fluoro-5-hydroxypyridine. 1H NMR (DMSO-d6, 400 MHz) δ 7.33 (dd, 1H, J=3.3 Hz, J=8.8 Hz), 7.37 (dd, 1H, J=5.0 Hz, J=7.6 Hz), 8.01 (ddd, 1H, J=3.0 Hz, J=6.7 Hz, J=8.9 Hz), 8.26 (dd, 1H, J=1.6 Hz, J=2.9 Hz), 8.40 (dd, 1H, J=1.9 Hz, J=5.0 Hz), 8.47 (dd, 1H, J=1.9 Hz, J=7.6 Hz); RP-HPLC (Hypersil®-100 C18, 5 μm, 100 Å, 10 cm; 5%-100% acetonitrile-0.1M ammonium acetate over 5 min. 2 mL/min), then 100% acetonitrile isocratic 1 ... The reactants are FC=1C=C(C=CC1F)C(CNC(OC(C)(C)C)=O)N1C(C2=CC=CC=C2C1=O)=O (rac-tert-Butyl [2-(3,4-difluorophenyl)-2-(1,3-dioxo-1,3-dihydro-2H-isoindol-2-yl)ethyl]carbamate), CN (methylamine). Reaction conditions: temperature 60 celsius, time 8 hour. The product is NC(CNC(OC(C)(C)C)=O)C1=CC(=C(C=C1)F)F (rac-tert-Butyl [2-amino-2-(3,4-difluorophenyl)ethyl]carbamate). RXN SMILES: [F:1][C:2]1[CH:3]=[C:4]([CH:9]([N:19]2C(=O)C3C(=CC=CC=3)C2=O)[CH2:10][NH:11][C:12](=[O:18])[O:13][C:14]([CH3:17])([CH3:16])[CH3:15])[CH:5]=[CH:6][C:7]=1[F:8].CN>>[NH2:19][CH:9]([C:4]1[CH:5]=[CH:6][C:7]([F:8])=[C:2]([F:1])[CH:3]=1)[CH2:10][NH:11][C:12](=[O:18])[O:13][C:14]([CH3:16])([CH3:15])[CH3:17]. Procedure details: 6.13 g of rac-tert-butyl [2-(3,4-difluorophenyl)-2-(1,3-dioxo-1,3-dihydro-2H-isoindol-2-yl)ethyl]-carbamate (Example 53A, purity about 60%, about 9.14 mmol) were initially charged in 13.1 ml of 40% strength aqueous methylamine solution and stirred in a closed vessel at 60° C. overnight. The reaction mixture was concentrated and the residue was purified by silica gel chromatography (mobile phase: dichloromethane:methanol:diethylamine 30:1:0.1; 20:1:0.1). This gave 1.83 g of the title compound (74... Starting materials: ClC1=NC(=NC(=N1)N1CCOCC1)N1CCOCC1 (4,4′-(6-chloro-1,3,5-triazine-2,4-diyl)dimorpholine), CNC(=O)NC1=CC=C(C=C1)B1OC(C(O1)(C)C)(C)C (1-Methyl-3-[4-(4,4,5,5-tetramethyl-[1,3,2]dioxaborolan-2-yl)-phenyl]-urea). The product is N1(CCOCC1)C1=NC(=NC(=N1)N1CCOCC1)C1=CC=C(C=C1)NC(=O)NC (1-[4-(4,6-dimorpholin-4-yl-1,3,5-triazin-2-yl)phenyl]-3-methylurea). Yield: 11.0%. As a reaction SMILES: Cl[C:2]1[N:7]=[C:6]([N:8]2[CH2:13][CH2:12][O:11][CH2:10][CH2:9]2)[N:5]=[C:4]([N:14]2[CH2:19][CH2:18][O:17][CH2:16][CH2:15]2)[N:3]=1.[CH3:20][NH:21][C:22]([NH:24][C:25]1[CH:30]=[CH:29][C:28](B2OC(C)(C)C(C)(C)O2)=[CH:27][CH:26]=1)=[O:23]>>[N:14]1([C:4]2[N:5]=[C:6]([N:8]3[CH2:13][CH2:12][O:11][CH2:10][CH2:9]3)[N:7]=[C:2]([C:28]3[CH:27]=[CH:26][C:25]([NH:24][C:22]([NH:21][CH3:20])=[O:23])=[CH:30][CH:29]=3)[N:3]=2)[CH2:19][CH2:18][O:17][CH2:16][CH2:15]1. Reported procedure: The title compound was prepared by following the procedure of example 473 step 2 using 4,4′-(6-chloro-1,3,5-triazine-2,4-diyl)dimorpholine and 1-Methyl-3-[4-(4,4,5,5-tetramethyl-[1,3,2]dioxaborolan-2-yl)-phenyl]-urea. Yield 13 mg, 11% yield; HPLC: Rt=1.98 min; MS 400 [M+H]. The reactants are C=O (formaldehyde), C(O)C(C=O)(CC)CO (2,2-dimethylolbutanal). The product is C(O)C(CC)(CO)CO (trimethylolpropane). As a reaction SMILES: C=O.[CH2:3]([C:5]([CH2:10][OH:11])([CH2:8][CH3:9])[CH:6]=[O:7])[OH:4]>>[CH2:3]([C:5]([CH2:10][OH:11])([CH2:6][OH:7])[CH2:8][CH3:9])[OH:4]. Procedure details: EP-A 860 419, too, proposes carrying out the preparation of 2,2-dimethylolbutanal from n-butyraldehyde and formaldehyde in a plurality of stages, with the actual reaction occurring in the first stage and the 2-ethylacrolein obtained as by-product being reacted with further formaldehyde in the second stage. The 2,2-dimethylolbutanal prepared in this way can then be hydrogenated to give trimethylolpropane. Once again, no formate is isolated. Reactants: BrC1=CC=C2C=C(C(=C(C2=C1)C1=CC=C(C=C1)Cl)C(C(=O)OCC)OC(C)(C)C)C (ethyl 2-(7-bromo-1-(4-chlorophenyl)-3-methylnaphthalen-2-yl)-2-tert-butoxyacetate), C1(=CC=CC=C1)C(C)(C#C)O (2-phenylbut-3-yn-2-ol). Product: C(C)(C)(C)OC(C(=O)O)C1=C(C2=CC(=CC=C2C=C1C)C#CC(C)(C1=CC=CC=C1)O)C1=CC=C(C=C1)Cl (2-tert-butoxy-2-(1-(4-chlorophenyl)-7-(3-hydroxy-3-phenylbut-1-ynyl)-3-methylnaphthalen-2-yl)acetic acid). As a reaction SMILES: Br[C:2]1[CH:11]=[C:10]2[C:5]([CH:6]=[C:7]([CH3:30])[C:8]([CH:19]([O:25][C:26]([CH3:29])([CH3:28])[CH3:27])[C:20]([O:22]CC)=[O:21])=[C:9]2[C:12]2[CH:17]=[CH:16][C:15]([Cl:18])=[CH:14][CH:13]=2)=[CH:4][CH:3]=1.[C:31]1([C:37]([OH:41])([C:39]#[CH:40])[CH3:38])[CH:36]=[CH:35][CH:34]=[CH:33][CH:32]=1>>[C:26]([O:25][CH:19]([C:8]1[C:7]([CH3:30])=[CH:6][C:5]2[C:10](=[CH:11][C:2]([C:40]#[C:39][C:37]([OH:41])([C:31]3[CH:36]=[CH:35][CH:34]=[CH:33][CH:32]=3)[CH3:38])=[CH:3][CH:4]=2)[C:9]=1[C:12]1[CH:17]=[CH:16][C:15]([Cl:18])=[CH:14][CH:13]=1)[C:20]([OH:22])=[O:21])([CH3:29])([CH3:27])[CH3:28]. Procedure: 2-tert-Butoxy-2-(1-(4-chlorophenyl)-7-(3-hydroxy-3-phenylbut-1-ynyl)-3-methylnaphthalen-2-yl)acetic acid (88) was prepared by the method of Example 67 from ethyl 2-(7-bromo-1-(4-chlorophenyl)-3-methylnaphthalen-2-yl)-2-tert-butoxyacetate using 2-phenylbut-3-yn-2-ol. 1H-NMR: 400 MHz, (CD3OD) δ: 7.76 (d, J=8 Hz, 1H), 7.69 (s, 1H), 7.64 (d, J=8 Hz, 2H), 7.57 (m, 3H), 7.46 (d, J=8 Hz, 1H), 7.33 (m, 5H), 5.18 (s, 1H), 2.61 (s, 3H), 1.75 (s, 3H), 0.98 (s, 9H). LCMS-ESI+ (m/z): [M—OH]+ calcd for C33H30... The reactants are C[O-].[Na+] (Sodium methoxide), COC1=CC2=CC[C@H]3[C@@H]4CCC([C@@]4(C)CC[C@@H]3[C@]2(CC1)C)=O (3-Methoxyandrosta-3,5-dien-17-one), COC(C(=O)OC)=O (Dimethyloxalate), TEA. Solvent: CO (methanol), C1CCOC1 (THF). The product is COC1=CC2=CC[C@H]3[C@@H]4CC(C([C@@]4(C)CC[C@@H]3[C@]2(CC1)C)=O)=C (3-Methoxy-16-methyleneandrosta-3,5-dien-17-one). Reaction SMILES: [CH3:1][O:2][C:3]1[CH2:20][CH2:19][C@@:18]2([CH3:21])[C:5](=[CH:6][CH2:7][C@@H:8]3[C@@H:17]2[CH2:16][CH2:15][C@@:13]2([CH3:14])[C@H:9]3[CH2:10][CH2:11][C:12]2=[O:22])[CH:4]=1.[CH3:23]OC(=O)C(OC)=O.C[O-].[Na+]>C1COCC1.CO>[CH3:1][O:2][C:3]1[CH2:20][CH2:19][C@@:18]2([CH3:21])[C:5](=[CH:6][CH2:7][C@@H:8]3[C@@H:17]2[CH2:16][CH2:15][C@@:13]2([CH3:14])[C@H:9]3[CH2:10][C:11](=[CH2:23])[C:12]2=[O:22])[CH:4]=1 |f:2.3|. Procedure: 3-Methoxyandrosta-3,5-dien-17-one (I, 50.0 g) was dissolved in THF containing TEA (1 ml). Dimethyloxalate (55.5 ml) was added and the mixture cooled to 2°. Sodium methoxide (25%) in methanol (45.7 ml) was added slowly over 10 minutes. The ice bath was removed and the reaction warmed to 24° over five minutes with stirring. The mixture was stirred at 20°-25° for 55 minutes, then cooled to 5° over 10 minutes. Acetic acid (2.4 ml) was added, immediately followed by TEA (17.4 ml), then paraformaldehy... Reactants: C, CC(C)(C)OC(=O)c1ccc(-c2ccccc2)cc1NC(=O)c1cc(N2CCCCC2)ccc1OCc1ccccc1, CCOC(C)=O, CO, [Pd]. Product: CC(C)(C)OC(=O)c1ccc(-c2ccccc2)cc1NC(=O)c1cc(N2CCCCC2)ccc1O. As a reaction SMILES: [C:51].[CH2:1]([c:2]1[cH:3][cH:4][cH:5][cH:6][cH:7]1)[O:8][c:9]1[c:10]([C:11](=[O:12])[NH:13][c:14]2[c:15]([C:16](=[O:17])[O:18][C:19]([CH3:20])([CH3:21])[CH3:22])[cH:23][cH:24][c:25](-[c:27]3[cH:28][cH:29][cH:30][cH:31][cH:32]3)[cH:26]2)[cH:33][c:34]([N:37]2[CH2:38][CH2:39][CH2:40][CH2:41][CH2:42]2)[cH:35][cH:36]1.[CH3:43][CH2:44][O:45][C:46](=[O:47])[CH3:48].[CH3:49][OH:50].[Pd:52]>>[OH:8][c:9]1[c:10]([C:11](=[O:12])[NH:13][c:14]2[c:15]([C:16](=[O:17])[O:18][C:19]([CH3:20])([CH3:21])[CH3:22])[cH:23][cH:24][c:25](-[c:27]3[cH:28][cH:29][cH:30][cH:31][cH:32]3)[cH:26]2)[cH:33][c:34]([N:37]2[CH2:38][CH2:39][CH2:40][CH2:41][CH2:42]2)[cH:35][cH:36]1. The reactants are O=C([O-])[O-], Cc1ccccc1, CCCC[N+](CCCC)(CCCC)CCCC, O=C(C=Cc1ccccc1)C=Cc1ccccc1, O=C(C=Cc1ccccc1)C=Cc1ccccc1, O=C(C=Cc1ccccc1)C=Cc1ccccc1, [Cs+], [Cs+], [F-], [Na+], O=C1CCCc2cc(OS(=O)(=O)C(F)(F)F)ccc21, [Pd], [Pd], O=S([O-])c1ccccc1. Product: O=C1CCCc2cc(S(=O)(=O)c3ccccc3)ccc21. Reaction SMILES: [C:30](=[O:31])([O-:32])[O-:33].[CH3:110][c:111]1[cH:112][cH:113][cH:114][cH:115][cH:116]1.[CH3:37][CH2:38][CH2:39][CH2:40][N+:41]([CH2:42][CH2:43][CH2:44][CH3:45])([CH2:46][CH2:47][CH2:48][CH3:49])[CH2:50][CH2:51][CH2:52][CH3:53].[CH:56](=[CH:57][C:58]([CH:59]=[CH:60][c:61]1[cH:62][cH:63][cH:64][cH:65][cH:66]1)=[O:67])[c:68]1[cH:69][cH:70][cH:71][cH:72][cH:73]1.[CH:74](=[CH:75][C:76]([CH:77]=[CH:78][c:79]1[cH:80][cH:81][cH:82][cH:83][cH:84]1)=[O:85])[c:86]1[cH:87][cH:88][cH:89][cH:90][cH:91]1.[CH:92](=[CH:93][C:94]([CH:95]=[CH:96][c:97]1[cH:98][cH:99][cH:100][cH:101][cH:102]1)=[O:103])[c:104]1[cH:105][cH:106][cH:107][cH:108][cH:109]1.[Cs+:34].[Cs+:35].[F-:36].[Na+:29].[O:1]=[C:2]1[c:3]2[cH:4][cH:5][c:6]([O:12][S:13]([C:14]([F:15])([F:16])[F:17])(=[O:18])=[O:19])[cH:7][c:8]2[CH2:9][CH2:10][CH2:11]1.[Pd:54].[Pd:55].[c:20]1([S:26](=[O:27])[O-:28])[cH:21][cH:22][cH:23][cH:24][cH:25]1>>[O:1]=[C:2]1[c:3]2[cH:4][cH:5][c:6]([S:26]([c:20]3[cH:21][cH:22][cH:23][cH:24][cH:25]3)(=[O:27])=[O:28])[cH:7][c:8]2[CH2:9][CH2:10][CH2:11]1.